This data is from the Open Reaction Database (ORD), a public repository of structured organic reaction records. The task is: describe an organic reaction: reactants, conditions, products, and yield Reactants: BrC=1C=C(C=NC1Cl)C(=O)O (5-bromo-6-chloro-3-pyridinecarboxylic acid), NCC(C(F)(F)F)(O)C (3-amino-1,1,1-trifluoro-2-methyl-propan-2-ol), OCC1CC1 (hydroxymethylcyclopropan), FC(C1=CC=C(C=C1)B(O)O)(F)F (4-trifluoromethyl-phenylboronic acid). Yields the product C1(CC1)COC1=NC=C(C(=O)NCC(C(F)(F)F)(C)O)C=C1C1=CC=C(C=C1)C(F)(F)F ((RS)-6-cyclopropylmethoxy-N-(3,3,3-trifluoro-2-hydroxy-2-methyl-propyl)-5-(4-trifluoromethyl-phenyl)-nicotinamide). As a reaction SMILES: Br[C:2]1[CH:3]=[C:4]([C:9]([OH:11])=O)[CH:5]=[N:6][C:7]=1Cl.[OH:12][CH2:13][CH:14]1[CH2:16][CH2:15]1.[F:17][C:18]([F:29])([F:28])[C:19]1[CH:24]=[CH:23][C:22](B(O)O)=[CH:21][CH:20]=1.[NH2:30][CH2:31][C:32]([CH3:38])([OH:37])[C:33]([F:36])([F:35])[F:34]>>[CH:14]1([CH2:13][O:12][C:7]2[C:2]([C:22]3[CH:23]=[CH:24][C:19]([C:18]([F:29])([F:28])[F:17])=[CH:20][CH:21]=3)=[CH:3][C:4]([C:9]([NH:30][CH2:31][C:32]([OH:37])([CH3:38])[C:33]([F:36])([F:35])[F:34])=[O:11])=[CH:5][N:6]=2)[CH2:16][CH2:15]1. Reported procedure: The title compound was synthesized in analogy to Example 31, using 5-bromo-6-chloro-3-pyridinecarboxylic acid, hydroxymethylcyclopropan, 4-trifluoromethyl-phenylboronic acid and 3-amino-1,1,1-trifluoro-2-methyl-propan-2-ol (CAN [354-68-7]) as starting materials to yield (RS)-6-cyclopropylmethoxy-N-(3,3,3-trifluoro-2-hydroxy-2-methyl-propyl)-5-(4-trifluoromethyl-phenyl)-nicotinamide as off-white solid, MS (ISP) 463.0 (M+H)+. Reactants: N[C@@H](CCC(=O)[O-])C(=O)[O-] (glutamate), N#N (N2). The product is N[C@@H](CCC(O)=O)C(=O)O.N#N (Glu N2). As a reaction SMILES: [NH2:1][C@H:2]([C:8]([O-:10])=[O:9])[CH2:3][CH2:4][C:5]([O-:7])=[O:6].[N:11]#[N:12]>>[NH2:1][C@H:2]([C:8]([OH:10])=[O:9])[CH2:3][CH2:4][C:5](=[O:6])[OH:7].[N:11]#[N:12] |f:2.3|. Reported procedure: addition of 10 M glutamate for 30 minutes of incubation in N2 Reactants: Cl, O=Cc1ccc(-c2nc3ccc(C4(c5ccccc5)CC4)nc3s2)c(F)c1, FC1(F)CNC1. The product is Fc1cc(CN2CC(F)(F)C2)ccc1-c1nc2ccc(C3(c4ccccc4)CC3)nc2s1. As a reaction SMILES: [ClH:28].[F:1][c:2]1[cH:3][c:4]([CH:5]=[O:6])[cH:7][cH:8][c:9]1-[c:10]1[s:11][c:12]2[n:13][c:14]([C:19]3([c:22]4[cH:23][cH:24][cH:25][cH:26][cH:27]4)[CH2:20][CH2:21]3)[cH:15][cH:16][c:17]2[n:18]1.[F:29][C:30]1([F:34])[CH2:31][NH:32][CH2:33]1>>[F:1][c:2]1[cH:3][c:4]([CH2:5][N:32]2[CH2:31][C:30]([F:29])([F:34])[CH2:33]2)[cH:7][cH:8][c:9]1-[c:10]1[s:11][c:12]2[n:13][c:14]([C:19]3([c:22]4[cH:23][cH:24][cH:25][cH:26][cH:27]4)[CH2:20][CH2:21]3)[cH:15][cH:16][c:17]2[n:18]1. Starting materials: C(C(C)(C)C)[Cr](CC(C)(C)C)(CC(C)(C)C)CC(C)(C)C (tetrakis(neopentyl)chromium). Run in CCCCCCC (heptane). Run at time 5 hour. Product: C(C(C)(C)C)[Cr](CC(C)(C)C)(CC(C)(C)C)CC(C)(C)C (Tetrakis(neopentyl)chromium), [Cr] (chromium). Isolated yield 1.0%. Reaction SMILES: [CH2:1]([Cr:6]([CH2:17][C:18]([CH3:21])([CH3:20])[CH3:19])([CH2:12][C:13]([CH3:16])([CH3:15])[CH3:14])[CH2:7][C:8]([CH3:11])([CH3:10])[CH3:9])[C:2]([CH3:5])([CH3:4])[CH3:3]>CCCCCCC>[CH2:17]([Cr:6]([CH2:1][C:2]([CH3:5])([CH3:4])[CH3:3])([CH2:7][C:8]([CH3:11])([CH3:10])[CH3:9])[CH2:12][C:13]([CH3:15])([CH3:14])[CH3:16])[C:18]([CH3:21])([CH3:20])[CH3:19].[Cr:6]. Reported procedure: Tetrakis(neopentyl)chromium is prepared essentially by a method disclosed in U.S. Pat. No. 3,875,132. The base catalyst is prepared by dispersing tetrakis(neopentyl)chromium in heptane solution onto Davison 952 MS-ID silica, predried at 1300° F. for 5 hours in a fluid bed, in such a ratio as to give 1% chromium by weight on the dry basis in the impregnated catalyst. The base catalyst thus prepared is activated, in one case, by the method of Example 8 and, in the other case, by the method of Exam... Yields the product N1=C(NC2=C1C=CC=C2)SCC(CC(=O)O)C(=O)O (3-(benzimidazol-2-ylthio)-propane-1,2-dicarboxylic acid). Procedure: 47.4 g of 2-mercaptobenzimidazole and 40.7 g of itaconic acid, mixed in finely powdered form, are introduced into 150 ml of 70% aqueous sulfuric acid in the course of 1 hour. The temperature is kept at 40° to 43°, with stirring. The mixture is then allowed to react completely at the above temperature over a period of 11/2 hours and the reaction mixture is diluted with water and ice to about 2 liters. The product is precipitated by addition of 30% aqueous sodium hydroxide solution to pH 4 and fil... Run in O (water). The reactants are 11, SC=1NC2=C(N1)C=CC=C2 (2-mercaptobenzimidazole), C(C(=C)CC(=O)O)(=O)O (itaconic acid), S(O)(O)(=O)=O (sulfuric acid). Isolated yield 105.5%. Reaction SMILES: [SH:1][C:2]1[NH:3][C:4]2[CH:10]=[CH:9][CH:8]=[CH:7][C:5]=2[N:6]=1.[C:11]([OH:19])(=[O:18])[C:12]([CH2:14][C:15]([OH:17])=[O:16])=[CH2:13].S(=O)(=O)(O)O>O>[N:3]1[C:4]2[CH:10]=[CH:9][CH:8]=[CH:7][C:5]=2[NH:6][C:2]=1[S:1][CH2:13][CH:12]([C:11]([OH:19])=[O:18])[CH2:14][C:15]([OH:17])=[O:16].